From a dataset of the Open Reaction Database (ORD), a public repository of structured organic reaction records. describe an organic reaction: reactants, conditions, products, and yield Reactants: ClC1=NC=CC=N1 (2-chloropyrimidine), NCCSCC1=CC=C(O1)CN1CCC(CC1)NC1=NC2=C(N1CC1=CC=C(C=C1)F)C=CC=C2 (N-[1-[[5-[(2-aminoethyl)thiomethyl]-2-furanyl]methyl]-4-piperidinyl]-1-[(4-fluorophenyl)methyl]-1H-benzimidazol-2-amine), C(O)([O-])=O.[Na+] (sodium hydrogen carbonate). Solvent: C(C)O (ethanol). Yields the product N1C(=NC2=C1C=CC=C2)N (1H-benzimidazol-2-amine). RXN SMILES: ClC1N=CC=CN=1.NCCSCC1OC(CN2CCC([NH:25][C:26]3[N:30](CC4C=CC(F)=CC=4)[C:29]4[CH:39]=[CH:40][CH:41]=[CH:42][C:28]=4[N:27]=3)CC2)=CC=1.C(=O)([O-])O.[Na+]>C(O)C>[NH:27]1[C:28]2[CH:42]=[CH:41][CH:40]=[CH:39][C:29]=2[N:30]=[C:26]1[NH2:25] |f:2.3|. Reported procedure: A mixture of 1.14 parts of 2-chloropyrimidine, 5 parts of N-[1-[[5-[(2-aminoethyl)thiomethyl]-2-furanyl]methyl]-4-piperidinyl]-1-[(4-fluorophenyl)methyl]-1H-benzimidazol-2-amine, 8 parts of sodium hydrogen carbonate and 80 parts of ethanol was stirred and refluxed overnight. The reaction mixture was filtered and the filtrate was evaporated. The residue was purified by column chromatography over silica gel using a mixture of trichloromethane and methanol (97:3 by volume) as eluent. The main fract... The reactants are solid, O (water), crude product, C(C)(C)(C)OC(=O)N1CCC2=C(C(C1)C1=CC=C(C=C1)O)C=C(C(=C2Cl)O)O (3-t-butyloxycarbonyl-6-chloro-7, 8-dihydroxy-1-(4'-hydroxyphenyl) 2,3,4,5-tetrahydro-1H-3-benzazepine), CN(C)C=O (DMF), [Cl-] (chloride), [H-].[Na+] (sodium hydride). The solvent is ClCCl (dichloromethane). Run at time 15 minute. Product: C(C)(C)(C)OC(=O)N1CCC2=C(C(C1)C1=CC=C(C=C1)O)C=C(C(=C2Cl)OCC2=CC=C(C=C2)OC)O (3-t-butyloxycarbonyl-6-chloro-8-hydroxy-7-(4-methoxybenzyloxy)-1-(4 -hydroxyphenyl)-2,3,4,5 tetrahydro-1-H-3-benzazepine). Reaction SMILES: [C:1]([O:5][C:6]([N:8]1[CH2:14][CH:13]([C:15]2[CH:20]=[CH:19][C:18]([OH:21])=[CH:17][CH:16]=2)[C:12]2[CH:22]=[C:23]([OH:28])[C:24]([OH:27])=[C:25]([Cl:26])[C:11]=2[CH2:10][CH2:9]1)=[O:7])([CH3:4])([CH3:3])[CH3:2].[H-].[Na+].[Cl-].O.CN([CH:36]=[O:37])C>ClCCl>[C:1]([O:5][C:6]([N:8]1[CH2:14][CH:13]([C:15]2[CH:16]=[CH:17][C:18]([OH:21])=[CH:19][CH:20]=2)[C:12]2[CH:22]=[C:23]([OH:28])[C:24]([O:27][CH2:10][C:11]3[CH:25]=[CH:24][C:23]([O:37][CH3:36])=[CH:22][CH:12]=3)=[C:25]([Cl:26])[C:11]=2[CH2:10][CH2:9]1)=[O:7])([CH3:4])([CH3:2])[CH3:3] |f:1.2|. Reported procedure: 10.0 g of 3-t-butyloxycarbonyl-6-chloro-7, 8-dihydroxy-1-(4'-hydroxyphenyl) 2,3,4,5-tetrahydro-1H-3-benzazepine was dissolved in 100 ml of DMF. To this was added 1.25 g of a 50% sodium hydride mineral oil dispersion under an argon atmosphere. The reaction was stirred at ambient temperature for 15 minutes and 3.59 g of 4-methozybenyl chloride was added. The reaction was stirred for 16 hours at ambient temperature then poured into a large volume of water. The mixture was then extracted with ethyl ... Starting materials: CC12CC3CC(C)(C1)CC(Br)(C3)C2, O=CO, [K+], NC(N)=O, [OH-], O=P(O)(O)O. Yields the product CC12CC3CC(C)(C1)CC(N)(C3)C2. As a reaction SMILES: [Br:1][C:2]12[CH2:3][C:4]3([CH3:13])[CH2:5][C:6]([CH3:12])([CH2:7][CH:8]([CH2:9]1)[CH2:10]3)[CH2:11]2.[CH:25]([OH:26])=[O:27].[K+:24].[NH2:14][C:15](=[O:16])[NH2:17].[OH-:23].[P:18](=[O:19])([OH:20])([OH:21])[OH:22]>>[C:2]12([NH2:14])[CH2:3][C:4]3([CH3:13])[CH2:5][C:6]([CH3:12])([CH2:7][CH:8]([CH2:9]1)[CH2:10]3)[CH2:11]2. The reactants are COC(CC1=C2C(=C(C(NC2=CC(=C1)C)=O)CC1=CC=C(C=C1)Cl)C)=O ([3-(4-chlorobenzyl)-4,7-dimethyl-2-oxo-1,2-dihydroquinolin-5-yl]acetic acid methyl ester), BrCC (bromoethane), C([O-])([O-])=O.[K+].[K+] (potassium carbonate), CN(C=O)C (N,N-dimethylformamide). Run in C(C)(=O)OCC (ethyl acetate). Conditions: temperature 40 celsius. The product is COC(CC1=C2C(=C(C(=NC2=CC(=C1)C)OCC)CC1=CC=C(C=C1)Cl)C)=O ([3-(4-chlorobenzyl)-2-ethoxy-4,7-dimethylquinolin-5-yl]acetic Acid Methyl Ester). As a reaction SMILES: [CH3:1][O:2][C:3](=[O:26])[CH2:4][C:5]1[CH:14]=[C:13]([CH3:15])[CH:12]=[C:11]2[C:6]=1[C:7]([CH3:25])=[C:8]([CH2:17][C:18]1[CH:23]=[CH:22][C:21]([Cl:24])=[CH:20][CH:19]=1)[C:9](=[O:16])[NH:10]2.Br[CH2:28][CH3:29].C(=O)([O-])[O-].[K+].[K+].CN(C)C=O>C(OCC)(=O)C>[CH3:1][O:2][C:3](=[O:26])[CH2:4][C:5]1[CH:14]=[C:13]([CH3:15])[CH:12]=[C:11]2[C:6]=1[C:7]([CH3:25])=[C:8]([CH2:17][C:18]1[CH:19]=[CH:20][C:21]([Cl:24])=[CH:22][CH:23]=1)[C:9]([O:16][CH2:28][CH3:29])=[N:10]2 |f:2.3.4|. Procedure: A mixture of [3-(4-chlorobenzyl)-4,7-dimethyl-2-oxo-1,2-dihydroquinolin-5-yl]acetic acid methyl ester (1.0 g), bromoethane (0.24 mL), potassium carbonate (1.1 g) and N,N-dimethylformamide (10 mL) was heated at 40° C. for 17 hours. The mixture was diluted with ethyl acetate and washed with water and saturated aqueous sodium chloride solution and then dried over magnesium sulfate. The solvent was removed under reduced pressure and purification of the residue by column chromatography on silica gel,... The reactants are BrCCCOC1CCCCO1, COc1c(O)cc(C(C)=O)cc1C(C)(C)C, [H-], [Na+], CN(C)C=O. Yields the product COc1c(OCCCOC2CCCCO2)cc(C(C)=O)cc1C(C)(C)C. RXN SMILES: [Br:17][CH2:18][CH2:19][CH2:20][O:21][CH:22]1[O:23][CH2:24][CH2:25][CH2:26][CH2:27]1.[C:1]([CH3:2])([CH3:3])([CH3:4])[c:5]1[cH:6][c:7]([C:14]([CH3:15])=[O:16])[cH:8][c:9]([OH:13])[c:10]1[O:11][CH3:12].[H-:28].[Na+:29].[O:30]=[CH:31][N:32]([CH3:33])[CH3:34]>>[C:1]([CH3:2])([CH3:3])([CH3:4])[c:5]1[cH:6][c:7]([C:14]([CH3:15])=[O:16])[cH:8][c:9]([O:13][CH2:18][CH2:19][CH2:20][O:21][CH:22]2[O:23][CH2:24][CH2:25][CH2:26][CH2:27]2)[c:10]1[O:11][CH3:12]. Starting materials: BrC1=CC(=C(C(=C1)C)O)C (4-bromo-2,6-dimethylphenol), ClCC(C)=O (chloroacetone). The product is BrC1=CC(=C(OCC(C)=O)C(=C1)C)C (1-(4-Bromo-2,6-dimethylphenoxy)propan-2-one). RXN SMILES: [Br:1][C:2]1[CH:7]=[C:6]([CH3:8])[C:5]([OH:9])=[C:4]([CH3:10])[CH:3]=1.Cl[CH2:12][C:13](=[O:15])[CH3:14]>>[Br:1][C:2]1[CH:7]=[C:6]([CH3:8])[C:5]([O:9][CH2:12][C:13](=[O:15])[CH3:14])=[C:4]([CH3:10])[CH:3]=1. Procedure details: The title compound was prepared according to procedures analogous to those as described in Reference Example 25 by using 4-bromo-2,6-dimethylphenol and chloroacetone. Reactants: N(=[N+]=[N-])C1CCC=2N(C3=CC=CC=C3C2)C1 ((+/−) 7-Azido-6,7,8,9-tetrahydropyrido[1,2-α]indole). The reagents and catalysts are [Pd] (palladium on carbon). The solvent is CO (MeOH). Conditions: time 8 hour. The product is C1=C2C=C3N(C2=CC=C1)CC(CC3)N ((+/−) 6,7,8,9-Tetrahydropyrido[1,2-α]indol-7-amine). Yield: 81.0%. Reaction SMILES: [N:1]([CH:4]1[CH2:16][N:8]2[C:9]3[C:14]([CH:15]=[C:7]2[CH2:6][CH2:5]1)=[CH:13][CH:12]=[CH:11][CH:10]=3)=[N+]=[N-]>CO.[Pd]>[CH:13]1[CH:12]=[CH:11][CH:10]=[C:9]2[C:14]=1[CH:15]=[C:7]1[CH2:6][CH2:5][CH:4]([NH2:1])[CH2:16][N:8]12. Procedure details: To a solution of (+/−) 7-azido-6,7,8,9-tetrahydropyrido[1,2-α]indole from Step 8 in MeOH (0.1 M) was added 10% palladium on carbon (200 mg per g of substrate). The reaction mixture was flushed a few times with hydrogen and then stirred overnight at rt under a 1 atmosphere pressure of hydrogen. The reaction mixture was diluted with CH2Cl2 and was filtered through Celite, the cake was washed with EtOAc and the filtrate concentrated under vacuum. The residue was purified by column chromatography on... Reactants: OC(=O)C(F)(F)F.N[C@@H]1[C@@H](CCCC1)NC=1C=C(C(=NC1)C#N)Br (5-{[(1R,2S)-2-aminocyclohexyl]amino}-3-bromopyridine-2-carbonitrile TFA salt), NC1=NC(=CC=C1)CC (2-amino-6-ethylpyridine), CC1(C2=C(C(=CC=C2)P(C3=CC=CC=C3)C4=CC=CC=C4)OC5=C(C=CC=C51)P(C6=CC=CC=C6)C7=CC=CC=C7)C (Xantphos), C([O-])([O-])=O.[Cs+].[Cs+] (cesium carbonate). Product: N[C@@H]1[C@@H](CCCC1)NC=1C=C(C(=NC1)C#N)NC1=NC(=CC=C1)CC (5-{[(1R,2S)-2-aminocyclohexyl]amino}-3-[(6-ethylpyridin-2-yl)amino]pyridine-2-carbonitrile). Procedure: A mixture of 5-{[(1R,2S)-2-aminocyclohexyl]amino}-3-bromopyridine-2-carbonitrile TFA salt (62 mg, 0.15 mmol), 2-amino-6-ethylpyridine (19 mg, 0.15 mmol), Xantphos (13 mg, 0.023 mmol), Pd2(dba)3 (14 mg, 0.015 mmol), and cesium carbonate (197 mg, 0.606 mmol) was evacuated and backfilled with nitrogen (3×). Dioxane (1 mL) was added, and the reaction mixture was heated to 80° C. for 3 hours. The reaction mixture was allowed to cool to room temperature, filtered, and concentrated under reduced pressu... Reaction conditions: temperature 80 celsius. Reaction SMILES: OC(C(F)(F)F)=O.[NH2:8][C@H:9]1[CH2:14][CH2:13][CH2:12][CH2:11][C@H:10]1[NH:15][C:16]1[CH:17]=[C:18](Br)[C:19]([C:22]#[N:23])=[N:20][CH:21]=1.[NH2:25][C:26]1[CH:31]=[CH:30][CH:29]=[C:28]([CH2:32][CH3:33])[N:27]=1.CC1(C)C2C(=C(P(C3C=CC=CC=3)C3C=CC=CC=3)C=CC=2)OC2C(P(C3C=CC=CC=3)C3C=CC=CC=3)=CC=CC1=2.C(=O)([O-])[O-].[Cs+].[Cs+]>C1C=CC(/C=C/C(/C=C/C2C=CC=CC=2)=O)=CC=1.C1C=CC(/C=C/C(/C=C/C2C=CC=CC=2)=O)=CC=1.C1C=CC(/C=C/C(/C=C/C2C=CC=CC=2)=O)=CC=1.[Pd].[Pd]>[NH2:8][C@H:9]1[CH2:14][CH2:13][CH2:12][CH2:11][C@H:10]1[NH:15][C:16]1[CH:17]=[C:18]([NH:25][C:26]2[CH:31]=[CH:30][CH:29]=[C:28]([CH2:32][CH3:33])[N:27]=2)[C:19]([C:22]#[N:23])=[N:20][CH:21]=1 |f:0.1,4.5.6,7.8.9.10.11|. Reagents/catalysts: C=1C=CC(=CC1)/C=C/C(=O)/C=C/C2=CC=CC=C2.C=1C=CC(=CC1)/C=C/C(=O)/C=C/C2=CC=CC=C2.C=1C=CC(=CC1)/C=C/C(=O)/C=C/C2=CC=CC=C2.[Pd].[Pd] (Pd2(dba)3). Starting materials: BrCCCN1C(C=2C(C1=O)=CC=CC2)=O (N-(3-bromopropyl)phthalimide), P(OCC)(OCC)OCC (triethyl phosphite). Run at temperature 140 celsius. Product: NCCCP(OCC)(OCC)=O (diethyl 3-aminopropylphosphonate). Isolated yield 34.0%. Reaction SMILES: BrCCC[N:5]1[C:9](=O)[C:8]2=[CH:11]C=CC=C2C1=O.[P:16]([O:23]CC)([O:20][CH2:21][CH3:22])[O:17][CH2:18][CH3:19]>>[NH2:5][CH2:9][CH2:8][CH2:11][P:16](=[O:23])([O:20][CH2:21][CH3:22])[O:17][CH2:18][CH3:19]. Reported procedure: 70 ml of triethyl phosphite was added to 40 g of N-(3-bromopropyl)phthalimide (7). The mixture was heated to a temperature of 140° C. The by-produced ethyl bromide was distilled off. The system was then heated over 4 hours. Excess triethyl phosphite was distilled off under reduced pressure by an aspirator. 9 ml of ethanol and hydrazine hydrate were added to the concentrated solution. The system was heated under reflux over 20 minutes. The resulting crystals were filtered off. A mixture of 10 g o... The product is Cc1ccc(-n2nc(C(C)(CF)CF)cc2NC(=O)Nc2cnc(OC3CCN(C(=O)OC(C)(C)C)CC3)c3ccccc23)cc1. The reactants are CC(C)(C)OC(=O)N1CCC(Oc2ncc(N)c3ccccc23)CC1, CS(C)=O, CCN(C(C)C)C(C)C, Cc1ccc(-n2nc(C(C)(CF)CF)cc2NC(=O)OCC(Cl)(Cl)Cl)cc1, O. Reaction SMILES: [C:37]([CH3:38])([CH3:39])([CH3:40])[O:41][C:42](=[O:43])[N:44]1[CH2:45][CH2:46][CH:47]([O:50][c:51]2[n:52][cH:53][c:54]([NH2:61])[c:55]3[cH:56][cH:57][cH:58][cH:59][c:60]23)[CH2:48][CH2:49]1.[CH3:63][S:64]([CH3:65])=[O:66].[CH:28]([N:29]([CH2:30][CH3:31])[CH:32]([CH3:33])[CH3:34])([CH3:35])[CH3:36].[Cl:1][C:2]([Cl:3])([Cl:4])[CH2:26][O:27][C:5]([NH:6][c:7]1[n:8](-[c:18]2[cH:19][cH:20][c:21]([CH3:24])[cH:22][cH:23]2)[n:9][c:10]([C:12]([CH2:13][F:14])([CH3:15])[CH2:16][F:17])[cH:11]1)=[O:25].[OH2:62]>>[C:5]([NH:6][c:7]1[n:8](-[c:18]2[cH:19][cH:20][c:21]([CH3:24])[cH:22][cH:23]2)[n:9][c:10]([C:12]([CH2:13][F:14])([CH3:15])[CH2:16][F:17])[cH:11]1)(=[O:25])[NH:61][c:54]1[cH:53][n:52][c:51]([O:50][CH:47]2[CH2:46][CH2:45][N:44]([C:42]([O:41][C:37]([CH3:38])([CH3:39])[CH3:40])=[O:43])[CH2:49][CH2:48]2)[c:60]2[c:55]1[cH:56][cH:57][cH:58][cH:59]2.